Dataset: the Open Reaction Database (ORD), a public repository of structured organic reaction records. Task: describe an organic reaction: reactants, conditions, products, and yield The reactants are F[B-](F)(F)F, CC(C)(C)OC(=O)N(CCOc1cc(Cl)cc(C(=O)O)c1)c1ccncc1, C=CCNC1CCCCC1, CCN(C(C)C)C(C)C, CN(C)C=O, On1nnc2ccccc21, CN(C)C(On1nnc2ccccc21)=[N+](C)C. Yields the product C=CCN(C(=O)c1cc(Cl)cc(OCCN(C(=O)OC(C)(C)C)c2ccncc2)c1)C1CCCCC1. Reaction SMILES: [B-:28]([F:29])([F:30])([F:31])[F:32].[C:1]([CH3:2])([CH3:3])([CH3:4])[O:5][C:6](=[O:7])[N:8]([CH2:9][CH2:10][O:11][c:12]1[cH:13][c:14]([C:15](=[O:16])[OH:17])[cH:18][c:19]([Cl:21])[cH:20]1)[c:22]1[cH:23][cH:24][n:25][cH:26][cH:27]1.[CH2:69]([CH:70]=[CH2:71])[NH:72][CH:73]1[CH2:74][CH2:75][CH2:76][CH2:77][CH2:78]1.[CH:60]([N:61]([CH2:62][CH3:63])[CH:64]([CH3:65])[CH3:66])([CH3:67])[CH3:68].[O:79]=[CH:80][N:81]([CH3:82])[CH3:83].[OH:50][n:51]1[c:52]2[c:53]([cH:54][cH:55][cH:56][cH:57]2)[n:58][n:59]1.[n:33]1([O:34][C:35]([N:36]([CH3:37])[CH3:38])=[N+:39]([CH3:40])[CH3:41])[c:42]2[cH:43][cH:44][cH:45][cH:46][c:47]2[n:48][n:49]1>>[C:1]([CH3:2])([CH3:3])([CH3:4])[O:5][C:6](=[O:7])[N:8]([CH2:9][CH2:10][O:11][c:12]1[cH:13][c:14]([C:15](=[O:17])[N:72]([CH2:69][CH:70]=[CH2:71])[CH:73]2[CH2:74][CH2:75][CH2:76][CH2:77][CH2:78]2)[cH:18][c:19]([Cl:21])[cH:20]1)[c:22]1[cH:23][cH:24][n:25][cH:26][cH:27]1. Starting materials: C(#N)C1=C(CN2C[C@@H](CCC2)NC(OC(C)(C)C)=O)C=CC=C1 (tert-butyl [(3R)-1-(2-cyanobenzyl)piperidin-3-yl]carbamate), C(=O)(C(F)(F)F)O (TFA). Conditions: time 30 minute. Yields the product N[C@H]1CN(CCC1)CC1=C(C#N)C=CC=C1 (2-{[(3R)-3-aminopiperidin-1-yl]methyl}benzonitrile). As a reaction SMILES: [C:1]([C:3]1[CH:23]=[CH:22][CH:21]=[CH:20][C:4]=1[CH2:5][N:6]1[CH2:11][CH2:10][CH2:9][C@@H:8]([NH:12]C(=O)OC(C)(C)C)[CH2:7]1)#[N:2].C(O)(C(F)(F)F)=O>>[NH2:12][C@@H:8]1[CH2:9][CH2:10][CH2:11][N:6]([CH2:5][C:4]2[CH:20]=[CH:21][CH:22]=[CH:23][C:3]=2[C:1]#[N:2])[CH2:7]1. Reported procedure: To a microwave vial equipped with a stir bar was added tert-butyl [(3R)-1-(2-cyanobenzyl)piperidin-3-yl]carbamate (1000 mg, 3.17 mmol) and TFA (1000 μl, 12.98 mmol). The reaction was stirred at room temperature for 30 minutes. The LCMS taken after 30 minutes indicates formation of the desired product. The crude reaction mixture was concentrated in vacuo, and was then dissolved in ethyl acetate and filtered through a sodium bicarbonate filter. The combined organics were concentrated under reduced... Starting materials: N=O (nitroxyl), OC1CC(N(C(C1)(C)C)O)(C)C (4-hydroxy-1-oxyl-2,2,6,6-tetramethylpiperidine), O (water), N=O (nitroxyl), ferric acetylacetonate, peroxide, S(O)(O)(=O)=O (Sulfuric acid), OO (hydrogen peroxide), OO (hydrogen peroxide), ferric acetylacetonate, S(O)(O)(=O)=O (sulfuric acid), O (water). Run in C(C)(C)(C)O (tert-butyl alcohol). Conditions: time 8 hour. Yields the product OC1CC(N(C(C1)(C)C)OCC(C)(C)O)(C)C (4-Hydroxy-1-(2-hydroxy-2-methylpropoxy)-2,2,6,6-tetramethylpiperidine). Isolated yield 74.0%. RXN SMILES: [OH:1][CH:2]1[CH2:7][C:6]([CH3:9])([CH3:8])[N:5]([OH:10])[C:4]([CH3:12])([CH3:11])[CH2:3]1.OO.S(=O)(=O)(O)O.N=O.[OH2:22]>C(O)(C)(C)C>[OH:1][CH:2]1[CH2:7][C:6]([CH3:8])([CH3:9])[N:5]([O:10][CH2:3][C:4]([OH:22])([CH3:12])[CH3:11])[C:4]([CH3:12])([CH3:11])[CH2:3]1. Reported procedure: A solution of 17.2 g (100 mmol) of 4-hydroxy-1-oxyl-2,2,6,6-tetramethylpiperidine dissolved in 40 mL of water and three-fourths of a solution of 25.0 g (0.37 mol) of 50% aqueous hydrogen peroxide are added simultaneously over 2.5 hours to 40° C. to a mixture of 1.46 g (4.1 mmol) of ferric acetylacetonate, 25 mL of water, 0.5 mL of 98% sulfuric acid and 200 mL of tert-butyl alcohol. At the conclusion of the nitroxyl addition, 0.18 g (0.5 mmol) of ferric acetylacetonate is added to the reaction mi... The reactants are ClCCl (dichloromethane), FC(C1=CC=C(C(=N1)N)N)(F)F (6-Trifluoromethyl-pyridine-2,3-diamine), C1CC(=O)N(C1=O)OC(=O)ON2C(=O)CCC2=O (N,N′-disuccinimidyl carbonate), C1CC(=O)N(C1=O)OC(=O)ON2C(=O)CCC2=O (N,N′-disuccinimidyl carbonate). Solvent: CC#N (MeCN). Conditions: time 13 hour. The product is FC(C1=CC=C2C(=N1)NC(N2)=O)(F)F (5-Trifluoromethyl-1,3-dihydro-imidazo[4,5-b]pyridin-2-one). Reaction SMILES: [F:1][C:2]([F:12])([F:11])[C:3]1[N:8]=[C:7]([NH2:9])[C:6]([NH2:10])=[CH:5][CH:4]=1.C1C(=O)N(OC(ON2C(=O)CCC2=O)=O)[C:15](=[O:16])C1.ClCCl>CC#N>[F:12][C:2]([F:1])([F:11])[C:3]1[N:8]=[C:7]2[NH:9][C:15](=[O:16])[NH:10][C:6]2=[CH:5][CH:4]=1. Procedure details: A mixture of the pyridine-2,3-diamine (160 mg, 0.9 mmol) from step (b) above and N,N′-disuccinimidyl carbonate (250 mg, 0.9 mmol, Aldrich) in MeCN (5 mL) was stirred at room temperature for 13 h. Another batch of N,N′-disuccinimidyl carbonate (125 mg, 0.5 mmol, Aldrich) was added and the reaction mixture was heated at 75° C. for 90 min. The reaction mixture was cooled to room temperature and dichloromethane (20 mL) was added. The precipitate was filtered and dried under vacuo to give the title c... The reactants are N1=C(C=CC=C1)C1=C(C=CC=C1)S(=O)C1=NC2=C(N1)C=CC=C2 (2-[2-(2-Pyridyl)-phenyl sulphinyl]-1H-benzimidazole), CI (methyl iodide), C([O-])([O-])=O.[K+].[K+] (potassium carbonate). Run in CN(C=O)C (dimethylformamide). Yields the product CN1C(=NC2=C1C=CC=C2)S(=O)C2=C(C=CC=C2)C2=NC=CC=C2 (1-Methyl-2-[2-(2-pyridyl)-phenyl sulphinyl]-1H-benzimidazole). Isolated yield 75.3%. Reaction SMILES: [N:1]1[CH:6]=[CH:5][CH:4]=[CH:3][C:2]=1[C:7]1[CH:12]=[CH:11][CH:10]=[CH:9][C:8]=1[S:13]([C:15]1[NH:19][C:18]2[CH:20]=[CH:21][CH:22]=[CH:23][C:17]=2[N:16]=1)=[O:14].CI.[C:26](=O)([O-])[O-].[K+].[K+]>CN(C)C=O>[CH3:26][N:19]1[C:18]2[CH:20]=[CH:21][CH:22]=[CH:23][C:17]=2[N:16]=[C:15]1[S:13]([C:8]1[CH:9]=[CH:10][CH:11]=[CH:12][C:7]=1[C:2]1[CH:3]=[CH:4][CH:5]=[CH:6][N:1]=1)=[O:14] |f:2.3.4|. Procedure details: 2-[2-(2-Pyridyl)-phenyl sulphinyl]-1H-benzimidazole (Example 13) (0.7 g) in dry dimethylformamide (50 ml), methyl iodide (0.34 g) and anhydrous potassium carbonate (1.1 g) were stirred at room temperature for 1.75 hours. The mixture was poured onto water, extracted into ethyl acetate, washed, dried and evaporated under reduced pressure to leave the title compound as a cream solid (0.55 g).